This data is from the Open Reaction Database (ORD), a public repository of structured organic reaction records. The task is: describe an organic reaction: reactants, conditions, products, and yield Starting materials: Br.OC1=CC=C(C=C1)CCCCN (4-(4-Hydroxyphenyl)butylamine Hydrobromide), ClC(=O)OCC1=CC=CC=C1 (Benzyl chloroformate), ClC(=O)OCC1=CC=CC=C1 (benzyl chloroformate), O (water), C([O-])(O)=O.[Na+] (sodium bicarbonate). Run in O1CCOCC1 (1,4-dioxane). Product: C(=O)(OCC1=CC=CC=C1)NCCCCC1=CC=C(C=C1)O (N-Cbz-4-(4-Hydroxyphenyl)butylamine). Yield: 110.7%. RXN SMILES: Br.[OH:2][C:3]1[CH:8]=[CH:7][C:6]([CH2:9][CH2:10][CH2:11][CH2:12][NH2:13])=[CH:5][CH:4]=1.O.C(=O)(O)[O-].[Na+].Cl[C:21]([O:23][CH2:24][C:25]1[CH:30]=[CH:29][CH:28]=[CH:27][CH:26]=1)=[O:22]>O1CCOCC1>[C:21]([NH:13][CH2:12][CH2:11][CH2:10][CH2:9][C:6]1[CH:5]=[CH:4][C:3]([OH:2])=[CH:8][CH:7]=1)([O:23][CH2:24][C:25]1[CH:30]=[CH:29][CH:28]=[CH:27][CH:26]=1)=[O:22] |f:0.1,3.4|. Procedure details: 4-(4-Hydroxyphenyl)butylamine hydrobromide (4) (197 g, 0.80 mole), water (1 L), 1,4-dioxane (1 L) and sodium bicarbonate (336 g, 4 mole) were combined and stirred while cooled in an ice-methanol cooling bath. Benzyl chloroformate (141 mL, 0.96 mole) was dripped in over 5 min. at −2° C. with no appreciable exotherm observed. This was stirred and allowed to warm to room temperature as the cooling bath thawed overnight. An additional quantity of benzyl chloroformate (8 mL, 0.54 mol) was dripped in ... Reactants: C(C)OC(NCC(C)(C1=CC=C(C=C1)C(F)(F)F)C)=O ([2-methyl-2-(4-trifluoromethyl-phenyl)-propyl]-carbamic acid ethyl ester), O=P12OP3(=O)OP(=O)(O1)OP(=O)(O2)O3 (P2O5). Solvent: O=P(Cl)(Cl)Cl (POCl3). Yields the product CC1(CNC(C2=CC(=CC=C12)C(F)(F)F)=O)C (4,4-Dimethyl-7-trifluoromethyl-3,4-dihydro-2H-isoquinolin-1-one). Yield: 38.9%. RXN SMILES: C([O:3][C:4](=O)[NH:5][CH2:6][C:7]([CH3:19])([C:9]1[CH:14]=[CH:13][C:12]([C:15]([F:18])([F:17])[F:16])=[CH:11][CH:10]=1)[CH3:8])C.O=P12OP3(OP(OP(O3)(O1)=O)(=O)O2)=O>O=P(Cl)(Cl)Cl>[CH3:8][C:7]1([CH3:19])[C:9]2[C:14](=[CH:13][C:12]([C:15]([F:18])([F:17])[F:16])=[CH:11][CH:10]=2)[C:4](=[O:3])[NH:5][CH2:6]1. Procedure: Using the same procedure and workup as described in Example 1, step 4, [2-methyl-2-(4-trifluoromethyl-phenyl)-propyl]-carbamic acid ethyl ester (I-20c: 1.1 g, 3.8062 mmol) in POCl3 (8 mL) was reacted with P2O5 (1.08 g, 7.6162 mmol) to afford the crude product. Purification by column chromatography on silica gel (1.5% methanol in DCM) afforded 360 mg of the product (33.3% yield). The reactants are BrC1OC(C2=CC=CC(=C12)Cl)=O (3-bromo-4-chloroisobenzofuran-1(3H)-one), C1(=CC=CC=C1)P(C1=CC=CC=C1)C1=CC=CC=C1 (triphenylphosphine). The solvent is C1CCOC1 (THF). Yields the product [Br-].ClC=1C=CC=C2C(OC(C12)[P+](C1=CC=CC=C1)(C1=CC=CC=C1)C1=CC=CC=C1)=O ((7-chloro-3-oxo-1,3-dihydroisobenzofuran-1-yl)triphenylphosphonium bromide). Isolated yield 78.0%. As a reaction SMILES: [Br:1][CH:2]1[C:10]2[C:5](=[CH:6][CH:7]=[CH:8][C:9]=2[Cl:11])[C:4](=[O:12])[O:3]1.[C:13]1([P:19]([C:26]2[CH:31]=[CH:30][CH:29]=[CH:28][CH:27]=2)[C:20]2[CH:25]=[CH:24][CH:23]=[CH:22][CH:21]=2)[CH:18]=[CH:17][CH:16]=[CH:15][CH:14]=1>C1COCC1>[Br-:1].[Cl:11][C:9]1[CH:8]=[CH:7][CH:6]=[C:5]2[C:10]=1[CH:2]([P+:19]([C:20]1[CH:21]=[CH:22][CH:23]=[CH:24][CH:25]=1)([C:26]1[CH:31]=[CH:30][CH:29]=[CH:28][CH:27]=1)[C:13]1[CH:14]=[CH:15][CH:16]=[CH:17][CH:18]=1)[O:3][C:4]2=[O:12] |f:3.4|. Reported procedure: 3-bromo-4-chloroisobenzofuran-1(3H)-one (100) (14 g, 56.57 mmol) and triphenylphosphine (14.84 g, 56.57 mmol) were dissolved THF (200 mL) and heated at reflux for 2 hours. The reaction was cooled and filtered, the filtrate was evaporated to the desired compound as a yellow gum (22.5 g, 78% yield); 1H NMR (400.132 MHz, CDCl3) δ 7.54-7.51 (2H, m), 7.65-7.59 (7H, m), 7.79-7.74 (3H, m), 8.07-8.02 (6H, m), 10.41 (1H, s); m/z (LC-MS, ESI+), RT=2.09 (M+H not detected). Starting materials: C(C)(=O)[O-].[K+] (potassium acetate), PdCl2(PtBu2Ph)2, ClC1=C2C(=NC=N1)NN=C2 (4-chloro-1H-pyrazolo[3,4-d]pyrimidine), FC1=NC=CC=C1B(O)O (2-fluoropyridin-3-ylboronic acid), O (water). Solvent: CCO (EtOH). Product: FC1=NC=CC=C1C1=C2C(=NC=N1)NN=C2 (4-(2-fluoropyridin-3-yl)-1H-pyrazolo[3,4-d]pyrimidine). Yield: 40.0%. RXN SMILES: C([O-])(=O)C.[K+].Cl[C:7]1[N:12]=[CH:11][N:10]=[C:9]2[NH:13][N:14]=[CH:15][C:8]=12.[F:16][C:17]1[C:22](B(O)O)=[CH:21][CH:20]=[CH:19][N:18]=1.O>CCO>[F:16][C:17]1[C:22]([C:7]2[N:12]=[CH:11][N:10]=[C:9]3[NH:13][N:14]=[CH:15][C:8]=23)=[CH:21][CH:20]=[CH:19][N:18]=1 |f:0.1|. Procedure details: A degassed mixture of potassium acetate (1.9 g, 19 mmol), PdCl2(PtBu2Ph)2 (0.16 g, 0.26 mmol), 4-chloro-1H-pyrazolo[3,4-d]pyrimidine (1.00 g, 6.5 mmol) and 2-fluoropyridin-3-ylboronic acid (1.1 g, 7.8 mmol) in EtOH (30 mL)-water (10 mL) was sonicated until the solid became a fine powder. The mixture was refluxed under N2 overnight. After cooling to rt, solvent was removed in vacuo and water (50 mL) and NaHCO3 (sat. 100 mL) were added to the residue. The mixture was extracted with EtOAc (3×100 mL... Starting materials: CC(O)c1ccc(CCCBr)cc1, Cc1ccccc1, Cc1ccccc1S(=O)(=O)O. Product: C=Cc1ccc(CCCBr)cc1. Reaction SMILES: [Br:12][CH2:13][CH2:14][CH2:15][c:16]1[cH:17][cH:18][c:19]([CH:22]([OH:23])[CH3:24])[cH:20][cH:21]1.[CH3:25][c:26]1[cH:27][cH:28][cH:29][cH:30][cH:31]1.[c:1]1([CH3:2])[c:3]([S:4]([OH:5])(=[O:6])=[O:7])[cH:8][cH:9][cH:10][cH:11]1>>[Br:12][CH2:13][CH2:14][CH2:15][c:16]1[cH:17][cH:18][c:19]([CH:22]=[CH2:24])[cH:20][cH:21]1. The reactants are [BH4-], COc1cccc(C=O)c1OCc1ccccc1, CC(C)=O, CCO, [Na+], O. The product is COc1cccc(CO)c1OCc1ccccc1. As a reaction SMILES: [BH4-:19].[CH2:1]([c:2]1[cH:3][cH:4][cH:5][cH:6][cH:7]1)[O:8][c:9]1[c:10]([CH:11]=[O:12])[cH:13][cH:14][cH:15][c:16]1[O:17][CH3:18].[CH3:21][C:22](=[O:23])[CH3:24].[CH3:26][CH2:27][OH:28].[Na+:20].[OH2:25]>>[CH2:1]([c:2]1[cH:3][cH:4][cH:5][cH:6][cH:7]1)[O:8][c:9]1[c:10]([CH2:11][OH:12])[cH:13][cH:14][cH:15][c:16]1[O:17][CH3:18]. The reactants are [BH4-].[Li+] (Lithium borohydride), C(C1=CC=CC=C1)N[C@H](C(=O)N1CCC(CC1)(C(=O)OC)C1=CC=CC=C1)COCC1=CC(=C(C=C1)Cl)Cl ((S)-methyl 1-[2-benzylamino-3-(3,4-dichlorobenzyloxy)propionyl]-4-phenylpiperidin-4-carboxylate). Solvent: C1(=CC=CC=C1)C (toluene), O1CCCC1 (tetrahydrofuran). The product is C(C1=CC=CC=C1)N[C@H](C(=O)N1CCC(CC1)(C1=CC=CC=C1)CO)COCC1=CC(=C(C=C1)Cl)Cl ((S)-1-[2-Benzylamino-3-(3,4-dichlorobenzyloxy)propionyl]-4-hydroxymethyl-4-phenylpiperidine). The yield is 27.4%. RXN SMILES: [BH4-].[Li+].[CH2:3]([NH:10][C@@H:11]([CH2:30][O:31][CH2:32][C:33]1[CH:38]=[CH:37][C:36]([Cl:39])=[C:35]([Cl:40])[CH:34]=1)[C:12]([N:14]1[CH2:19][CH2:18][C:17]([C:24]2[CH:29]=[CH:28][CH:27]=[CH:26][CH:25]=2)([C:20](OC)=[O:21])[CH2:16][CH2:15]1)=[O:13])[C:4]1[CH:9]=[CH:8][CH:7]=[CH:6][CH:5]=1>C1(C)C=CC=CC=1.O1CCCC1>[CH2:3]([NH:10][C@@H:11]([CH2:30][O:31][CH2:32][C:33]1[CH:38]=[CH:37][C:36]([Cl:39])=[C:35]([Cl:40])[CH:34]=1)[C:12]([N:14]1[CH2:19][CH2:18][C:17]([CH2:20][OH:21])([C:24]2[CH:29]=[CH:28][CH:27]=[CH:26][CH:25]=2)[CH2:16][CH2:15]1)=[O:13])[C:4]1[CH:9]=[CH:8][CH:7]=[CH:6][CH:5]=1 |f:0.1|. Procedure: Lithium borohydride (5.0 mg) was added to a stirred solution of (S)-methyl 1-[2-benzylamino-3-(3,4-dichlorobenzyloxy)propionyl]-4-phenylpiperidin-4-carboxylate (100 mg) in toluene (5.0 mL) and tetrahydrofuran (5.0 mL). The resulting solution was warmed to reflux for 3 h., cooled to room temperature and the solvent was evaporated under reduced pressure. The residue was partitioned between ethyl acetate and aqueous ammonium chloride (saturated) and the organic layer was separated, dried (MgSO4) an...